Dataset: the Open Reaction Database (ORD), a public repository of structured organic reaction records. Task: describe an organic reaction: reactants, conditions, products, and yield The reactants are CCO, O=C1c2ccccc2C(=O)N1OC1CCN(S(=O)(=O)c2cccc(C(F)(F)F)c2)C1, NN. The product is NOC1CCN(S(=O)(=O)c2cccc(C(F)(F)F)c2)C1. Reaction SMILES: [CH3:33][CH2:34][OH:35].[F:1][C:2]([c:3]1[cH:4][c:5]([S:9](=[O:10])(=[O:11])[N:12]2[CH2:13][CH:14]([O:17][N:18]3[C:19](=[O:20])[c:21]4[c:22]([cH:23][cH:24][cH:25][cH:26]4)[C:27]3=[O:28])[CH2:15][CH2:16]2)[cH:6][cH:7][cH:8]1)([F:29])[F:30].[NH2:31][NH2:32]>>[F:1][C:2]([c:3]1[cH:4][c:5]([S:9](=[O:10])(=[O:11])[N:12]2[CH2:13][CH:14]([O:17][NH2:18])[CH2:15][CH2:16]2)[cH:6][cH:7][cH:8]1)([F:29])[F:30]. Reactants: C(CCC)N(C(=O)C=1C=C(C(=O)OC)C=C(C1)C=1OC=CN1)C (methyl 3-{[butyl(methyl)amino]carbonyl}-5-(1,3-oxazol-2-yl)benzoate), O.[OH-].[Li+] (lithium hydroxide monohydrate). Solvent: C(Cl)(Cl)Cl (chloroform), O1CCCC1.CO.O (tetrahydrofuran methanol water). Reaction conditions: time 16 hour. The product is C(CCC)N(C(=O)C=1C=C(C(=O)O)C=C(C1)C=1OC=CN1)C (3-{[Butyl(methyl)amino]carbonyl}-5-(1,3-oxazol-2-yl)benzoic acid). Reaction SMILES: [CH2:1]([N:5]([CH3:23])[C:6]([C:8]1[CH:9]=[C:10]([CH:15]=[C:16]([C:18]2[O:19][CH:20]=[CH:21][N:22]=2)[CH:17]=1)[C:11]([O:13]C)=[O:12])=[O:7])[CH2:2][CH2:3][CH3:4].O.[OH-].[Li+]>O1CCCC1.CO.O.C(Cl)(Cl)Cl>[CH2:1]([N:5]([CH3:23])[C:6]([C:8]1[CH:9]=[C:10]([CH:15]=[C:16]([C:18]2[O:19][CH:20]=[CH:21][N:22]=2)[CH:17]=1)[C:11]([OH:13])=[O:12])=[O:7])[CH2:2][CH2:3][CH3:4] |f:1.2.3,4.5.6|. Reported procedure: To methyl 3-{[butyl(methyl)amino]carbonyl}-5-(1,3-oxazol-2-yl)benzoate (660 mg, 2.1 mmol) in tetrahydrofuran/methanol/water (1:1:1, 9 mL) is added lithium hydroxide monohydrate (175 mg, 4.2 mmol), and the reaction is stirred at room temperature 16 h. The solution is diluted in chloroform and washed with water and saturated sodium chloride, dried (sodium sulfate), filtered, and concentrated under reduced pressure to give the title compound. ESI MS m/z 301.1 [M−H]−.